Dataset: the Open Reaction Database (ORD), a public repository of structured organic reaction records. Task: describe an organic reaction: reactants, conditions, products, and yield Reactants: BrC1=NC=CC=C1 (2-bromo-pyridine), C(CC#C)C1=NC2=CC=CC=C2C=C1 (2-but-3-ynyl-quinoline). Conditions: time 15 minute. The product is N1=C(C=CC=C1)C#CCCC1=NC2=CC=CC=C2C=C1 (2-(4-(pyridin-2-yl)but-3-ynyl)quinoline). Yield: 52.7%. As a reaction SMILES: Br[C:2]1[CH:7]=[CH:6][CH:5]=[CH:4][N:3]=1.[CH2:8]([C:12]1[CH:21]=[CH:20][C:19]2[C:14](=[CH:15][CH:16]=[CH:17][CH:18]=2)[N:13]=1)[CH2:9][C:10]#[CH:11]>>[N:3]1[CH:4]=[CH:5][CH:6]=[CH:7][C:2]=1[C:11]#[C:10][CH2:9][CH2:8][C:12]1[CH:21]=[CH:20][C:19]2[C:14](=[CH:15][CH:16]=[CH:17][CH:18]=2)[N:13]=1. Procedure: The title compound was prepared in accordance with the general method of Example 1, from 2-bromo-pyridine (87 mg, 0.55 mmol) and 2-but-3-ynyl-quinoline (100 mg, 0.55 mmol). Reaction time: 120° C. for 15 minutes. The crude residue was purified by flash chromatography (cyclohexane/AcOEt 1:1) to yield 74 mg (0.29 mmol, 52%) of 2-(4-(pyridin-2-yl)but-3-ynyl)quinoline as a yellow oil. Starting materials: CCOC(=O)CCCCBr, O=C([O-])[O-], c1ccc2c(c1)Oc1ccccc1N1CCNCC21, CCC(C)=O, [K+], [K+], c1ccccc1. Product: CCOC(=O)CCCCN1CCN2c3ccccc3Oc3ccccc3C2C1. As a reaction SMILES: [Br:1][CH2:2][CH2:3][CH2:4][CH2:5][C:6](=[O:7])[O:8][CH2:9][CH3:10].[C:11](=[O:12])([O-:13])[O-:14].[CH2:17]1[NH:18][CH2:19][CH2:20][N:21]2[c:22]3[c:23]([cH:32][cH:33][cH:34][cH:35]3)[O:24][c:25]3[c:26]([cH:28][cH:29][cH:30][cH:31]3)[CH:27]12.[CH3:36][C:37](=[O:38])[CH2:39][CH3:40].[K+:15].[K+:16].[cH:41]1[cH:42][cH:43][cH:44][cH:45][cH:46]1>>[CH2:2]([CH2:3][CH2:4][CH2:5][C:6](=[O:7])[O:8][CH2:9][CH3:10])[N:18]1[CH2:17][CH:27]2[N:21]([CH2:20][CH2:19]1)[c:22]1[c:23]([cH:32][cH:33][cH:34][cH:35]1)[O:24][c:25]1[c:26]2[cH:28][cH:29][cH:30][cH:31]1. Starting materials: COc1ccc2nc(-c3ccc(Br)nc3)oc2c1, O=C([O-])[O-], Cc1ccccc1, CCOC(C)=O, [Cs+], [Cs+], OCCF, CC(=O)[O-], CC(=O)[O-], [Pd+2]. The product is COc1ccc2nc(-c3ccc(OCCF)nc3)oc2c1. As a reaction SMILES: [Br:14][c:15]1[cH:16][cH:17][c:18](-[c:21]2[o:22][c:23]3[c:24]([n:25]2)[cH:26][cH:27][c:28]([O:30][CH3:31])[cH:29]3)[cH:19][n:20]1.[C:8](=[O:9])([O-:10])[O-:11].[CH3:1][c:2]1[cH:3][cH:4][cH:5][cH:6][cH:7]1.[CH3:36][CH2:37][O:38][C:39]([CH3:40])=[O:41].[Cs+:12].[Cs+:13].[F:32][CH2:33][CH2:34][OH:35].[O-:43][C:44]([CH3:45])=[O:46].[O-:47][C:48]([CH3:49])=[O:50].[Pd+2:42]>>[c:15]1([O:35][CH2:34][CH2:33][F:32])[cH:16][cH:17][c:18](-[c:21]2[o:22][c:23]3[c:24]([n:25]2)[cH:26][cH:27][c:28]([O:30][CH3:31])[cH:29]3)[cH:19][n:20]1. Starting materials: C=1N=CN2C1[C@H]1N(C(C3=C2C=CC=C3)=O)CCC1 ((S)-11,12,13,13a-tetrahydro-9H-imidazo[1,5-a]pyrrolo[2,1-c][1,4]benzodiazepin-9-one), BrN1C(CCC1=O)=O (N-bromosuccinimide), O (water). Solvent: CN(C=O)C (dimethylformamide). The product is BrC=1N=CN2C1[C@H]1N(C(C3=C2C=CC=C3)=O)CCC1 ((S)-1-bromo-11,12,13,13a-tetrahydro-9H-imidazo[1,5-a]pyrrolo[2,1-c][1,4]benzodiazepin-9-one). Reaction SMILES: [CH:1]1[N:2]=[CH:3][N:4]2[C:10]3[CH:11]=[CH:12][CH:13]=[CH:14][C:9]=3[C:8](=[O:15])[N:7]3[CH2:16][CH2:17][CH2:18][C@H:6]3[C:5]=12.[Br:19]N1C(=O)CCC1=O.O>CN(C)C=O>[Br:19][C:1]1[N:2]=[CH:3][N:4]2[C:10]3[CH:11]=[CH:12][CH:13]=[CH:14][C:9]=3[C:8](=[O:15])[N:7]3[CH2:16][CH2:17][CH2:18][C@H:6]3[C:5]=12. Reported procedure: 2.5 g (10.4 mmol) of (S)-11,12,13,13a-tetrahydro-9H-imidazo[1,5-a]pyrrolo[2,1-c][1,4]benzodiazepin-9-one in 20 ml of dimethylformamide are stirred at room temperature for 30 minutes with 1.86 g (10.4 mmol) of N-bromosuccinimide. The solution is poured into water and extracted with chloroform. The chloroform extracts are washed several times with water, dried over magnesium sulphate and evaporated. After two-fold recrystallization from ethyl acetate, there is obtained (S)-1-bromo-11,12,13,13a-tet... Starting materials: ClC1=CC=C(C=N1)S(=O)(=O)N1C[C@]2(CC3=C(C=C2CC1)N(N=C3)C3=CC=C(C=C3)F)C(=O)C3=NC=CC=C3 ((R)-(6-((6-chloropyridin-3-yl)sulfonyl)-1-(4-fluorophenyl)-4,4a,5,6,7,8-hexahydro-1H-pyrazolo[3,4-g]isoquinolin-4a-yl)(pyridin-2-yl)methanone), O1CCCC1 (tetrahydrofuran), CNC (dimethylamine). Run at time 8 hour. Product: CN(C1=CC=C(C=N1)S(=O)(=O)N1C[C@]2(CC3=C(C=C2CC1)N(N=C3)C3=CC=C(C=C3)F)C(=O)C3=NC=CC=C3)C ((R)-(6-((6-(dimethylamino)pyridin-3-yl)sulfonyl)-1-(4-fluorophenyl)-4,4a,5,6,7,8-hexahydro-1H-pyrazolo[3,4-g]isoquinolin-4a-yl)(pyridin-2-yl)methanone). Reaction SMILES: Cl[C:2]1[N:7]=[CH:6][C:5]([S:8]([N:11]2[CH2:20][CH2:19][C:18]3[C@:13]([C:31]([C:33]4[CH:38]=[CH:37][CH:36]=[CH:35][N:34]=4)=[O:32])([CH2:14][C:15]4[CH:23]=[N:22][N:21]([C:24]5[CH:29]=[CH:28][C:27]([F:30])=[CH:26][CH:25]=5)[C:16]=4[CH:17]=3)[CH2:12]2)(=[O:10])=[O:9])=[CH:4][CH:3]=1.O1CCCC1.[CH3:44][NH:45][CH3:46]>>[CH3:44][N:45]([CH3:46])[C:2]1[N:7]=[CH:6][C:5]([S:8]([N:11]2[CH2:20][CH2:19][C:18]3[C@:13]([C:31]([C:33]4[CH:38]=[CH:37][CH:36]=[CH:35][N:34]=4)=[O:32])([CH2:14][C:15]4[CH:23]=[N:22][N:21]([C:24]5[CH:29]=[CH:28][C:27]([F:30])=[CH:26][CH:25]=5)[C:16]=4[CH:17]=3)[CH2:12]2)(=[O:10])=[O:9])=[CH:4][CH:3]=1. Reported procedure: (R)-(6-((6-chloropyridin-3-yl)sulfonyl)-1-(4-fluorophenyl)-4,4a,5,6,7,8-hexahydro-1H-pyrazolo[3,4-g]isoquinolin-4a-yl)(pyridin-2-yl)methanone (30 mg, 0.055 mmol) was dissolved in a solution of dimethylamine in tetrahydrofuran (2M, 545 μl, 1.091 mmol), and the reaction mixture stirred at room temperature overnight. The solvent was removed in vacuo to give a yellow oil, which was purified by chromatography on silica gel (gradient: 10-100% ethyl acetate in isohexane) to afford (R)-(6-((6-(dimethyla... The reactants are ClC1=CC=C(C=C1)SCl (4-chlorophenylsulfenyl chloride), C(=C)S(=O)(=O)CC (ethyl vinyl sulfone), ClCCl (dichloromethane). The product is ClC(CSC1=CC=C(C=C1)Cl)S(=O)(=O)CC (ethyl 1-chloro-2-p-chlorophenylthioethyl sulfone). As a reaction SMILES: [Cl:1][C:2]1[CH:7]=[CH:6][C:5]([S:8]Cl)=[CH:4][CH:3]=1.[CH:10]([S:12]([CH2:15][CH3:16])(=[O:14])=[O:13])=[CH2:11].[Cl:17]CCl>>[Cl:17][CH:10]([S:12]([CH2:15][CH3:16])(=[O:14])=[O:13])[CH2:11][S:8][C:5]1[CH:6]=[CH:7][C:2]([Cl:1])=[CH:3][CH:4]=1. Reported procedure: Five grams of 4-chlorophenylsulfenyl chloride was refluxed with 3.3 g ethyl vinyl sulfone for 3 hours in 20 ml of dichloromethane. The stripped product showed 3 spots by thin layer chromatography and was purified by chromatography over silica gel. The purified product eluted with dichloromethane and solidified after stripping to a white solid, 6.4 g, m.p. 60°-62° C. The reactants are CC(=O)NN, CC(C)(C)OC(=O)N1CCC(C(=O)O)C1, C1CCOC1, CN1CCOCC1, CC(C)COC(=O)Cl. Product: CC(=O)NNC(=O)C1CCN(C(=O)OC(C)(C)C)C1. RXN SMILES: [C:31]([CH3:32])(=[O:33])[NH:34][NH2:35].[C:9]([CH3:10])([CH3:11])([CH3:12])[O:13][C:14](=[O:15])[N:16]1[CH2:17][CH:18]([C:21](=[O:22])[OH:23])[CH2:19][CH2:20]1.[CH2:36]1[O:37][CH2:38][CH2:39][CH2:40]1.[CH3:24][N:25]1[CH2:26][CH2:27][O:28][CH2:29][CH2:30]1.[Cl:1][C:2]([O:3][CH2:4][CH:5]([CH3:6])[CH3:7])=[O:8]>>[C:9]([CH3:10])([CH3:11])([CH3:12])[O:13][C:14](=[O:15])[N:16]1[CH2:17][CH:18]([C:21](=[O:23])[NH:35][NH:34][C:31]([CH3:32])=[O:33])[CH2:19][CH2:20]1. Reactants: OC1=C(C=C2C(=N1)N(N=C2C)C)C#N (6-Hydroxy-1,3-dimethylpyrazolo[5,4-b]pyridine-5-carbonitrile), OS(=O)(=O)O (H2SO4), ice water. Conditions: temperature 40 celsius, time 24 hour. Yields the product OC1=C(C=C2C(=N1)N(N=C2C)C)C(=O)N (6-hydroxy-1,3-dimethylpyrazolo[5,4-b]pyridin-5-carboxamide). Reaction SMILES: [OH:1][C:2]1[N:7]=[C:6]2[N:8]([CH3:12])[N:9]=[C:10]([CH3:11])[C:5]2=[CH:4][C:3]=1[C:13]#[N:14].[OH:15]S(O)(=O)=O>>[OH:1][C:2]1[N:7]=[C:6]2[N:8]([CH3:12])[N:9]=[C:10]([CH3:11])[C:5]2=[CH:4][C:3]=1[C:13]([NH2:14])=[O:15]. Procedure details: 6-Hydroxy-1,3-dimethylpyrazolo[5,4-b]pyridine-5-carbonitrile (0.911 g) was dissolved in concentrated H2SO4 (3.0 mL) and stirred at 40° C. for 24 hrs. The solution was poured into ice-water and the precipitated solid was filtered, washed with water, and dried under high vacuum to give 6-hydroxy-1,3-dimethylpyrazolo[5,4-b]pyridin-5-carboxamide as a white solid. A portion of this material (0.122 g) was dissolved in DMF (2.0 mL). 2-Chlorotriethylamine hydrochloride (0.192 g) and potassium carbonate ... Starting materials: COc1cc(Br)ccc1CCl, O=C([O-])[O-], C1CCNCC1, CC#N, [K+], [K+]. Yields the product COc1cc(Br)ccc1CN1CCCCC1. Reaction SMILES: [Br:1][c:2]1[cH:3][c:4]([O:10][CH3:11])[c:5]([CH2:8][Cl:9])[cH:6][cH:7]1.[C:12](=[O:13])([O-:14])[O-:15].[CH2:18]1[CH2:19][CH2:20][NH:21][CH2:22][CH2:23]1.[CH3:24][C:25]#[N:26].[K+:16].[K+:17]>>[Br:1][c:2]1[cH:3][c:4]([O:10][CH3:11])[c:5]([CH2:8][N:21]2[CH2:20][CH2:19][CH2:18][CH2:23][CH2:22]2)[cH:6][cH:7]1.